From a dataset of the Open Reaction Database (ORD), a public repository of structured organic reaction records. describe an organic reaction: reactants, conditions, products, and yield Starting materials: CCc1ccc(C2CC(C(N)=O)CN(C(=O)N3CCOCC3)C2)cc1, COc1ccc(P2(=S)SP(=S)(c3ccc(OC)cc3)S2)cc1. The product is CCc1ccc(C2CC(C(N)=S)CN(C(=O)N3CCOCC3)C2)cc1. As a reaction SMILES: [CH2:1]([CH3:2])[c:3]1[cH:4][cH:5][c:6]([CH:9]2[CH2:10][CH:11]([C:23](=[O:24])[NH2:25])[CH2:12][N:13]([C:15](=[O:16])[N:17]3[CH2:18][CH2:19][O:20][CH2:21][CH2:22]3)[CH2:14]2)[cH:7][cH:8]1.[CH3:26][O:27][c:28]1[cH:29][cH:30][c:31]([P:32]2(=[S:33])[S:34][P:36](=[S:37])([c:38]3[cH:39][cH:40][c:41]([O:42][CH3:43])[cH:44][cH:45]3)[S:35]2)[cH:46][cH:47]1>>[CH2:1]([CH3:2])[c:3]1[cH:4][cH:5][c:6]([CH:9]2[CH2:10][CH:11]([C:23]([NH2:25])=[S:35])[CH2:12][N:13]([C:15](=[O:16])[N:17]3[CH2:18][CH2:19][O:20][CH2:21][CH2:22]3)[CH2:14]2)[cH:7][cH:8]1. The reactants are C1(=C(C=CC=C1)N)N (o-phenylenediamine), Cl (hydrochloric acid), ClCC(=O)O (chloroacetic acid). Run in O (water), O.N (ammonia water). Conditions: time 8 hour. Product: ClCC=1NC2=C(N1)C=CC=C2 (2-chlorom ethylbenzimidazole). Isolated yield 67.9%. RXN SMILES: [C:1]1([NH2:8])[CH:6]=[CH:5][CH:4]=[CH:3][C:2]=1[NH2:7].Cl.[Cl:10][CH2:11][C:12](O)=O>O.O.N>[Cl:10][CH2:11][C:12]1[NH:7][C:2]2[CH:3]=[CH:4][CH:5]=[CH:6][C:1]=2[N:8]=1 |f:4.5|. Procedure details: To 108 g of o-phenylenediamine, 1 l of 4N hydrochloric acid and 142 g of chloroacetic acid were added and refluxed for 1.5 hours. After allowing to stand overnight, the solution was diluted with 2 l of water and neutralized with dilute ammonia water. The formed crystals were filtered off to obtain 113 g of 2-chlorom ethylbenzimidazole. The reactants are ClC1=NC=CC=C1C=O (2-chloropyridine-3-carboxaldehyde), [OH-].[Na+] (sodium hydroxide), Cl (hydrochloric acid), Cl.NO (hydroxylamine hydrochloride), ice. Run in C(C)O.O (ethanol water). The product is ClC1=NC=CC=C1C=NO (2-Chloropyridine-3-carboxaldehyde oxime). The yield is 91.1%. Reaction SMILES: [Cl:1][C:2]1[C:7]([CH:8]=O)=[CH:6][CH:5]=[CH:4][N:3]=1.Cl.[NH2:11][OH:12].[OH-].[Na+].Cl>C(O)C.O>[Cl:1][C:2]1[C:7]([CH:8]=[N:11][OH:12])=[CH:6][CH:5]=[CH:4][N:3]=1 |f:1.2,3.4,6.7|. Procedure: Combine 2-chloropyridine-3-carboxaldehyde (2.75 g, 0.0195 mol) with hydroxylamine hydrochloride (1.38 g, 0.021 mol) and ice (40 g) in an ethanol/water (15 mL/15 mL) mixture. Add aqueous sodium hydroxide (1.95 g, 0.049 mol, in 5 mL of water) dropwise and stir for 2.5 h near ambient temperature. Adjust the mixture to approx. pH 7.0 with aqueous hydrochloric acid, allowing for product precipitation. Extract with diethyl ether and wash with water and dry over sodium sulfate. Concentrate to obtain th... The reactants are O (water), C(C=C)OC=1C=C(C=CC1Br)OC (3-allyloxy-4-bromoanisol), Tl2O3, Tl2O3, O (water), O (H2O). Run in OS(=O)(=O)O (H2SO4), OS(=O)(=O)O (H2SO4). Conditions: temperature 60 celsius, time 30 minute. The product is BrC=1C=CC(=C2CC(COC12)O)OC (8-bromo-5-methoxy-3-chromanol). Yield: 24.0%. RXN SMILES: [OH2:1].[CH2:2]([O:5][C:6]1[CH:7]=[C:8]([O:13][CH3:14])[CH:9]=[CH:10][C:11]=1[Br:12])[CH:3]=[CH2:4]>OS(O)(=O)=O>[Br:12][C:11]1[CH:10]=[CH:9][C:8]([O:13][CH3:14])=[C:7]2[C:6]=1[O:5][CH2:2][CH:3]([OH:1])[CH2:4]2. Procedure details: To a mixture of H2SO4 (6.9 ml) and water (6.1 ml) at room temperature was added Tl2O3 (2.38 g, 5.22 mmol). The mixture was stirred for 30 min and water (37 ml) was added, thereafter the temperature was raised to 60° C. and 3-allyloxy-4-bromoanisol (2.16 g, 8.89 mmol) was added. The mixture was stirred at 60° C. for 4.5 hours. Another portion of Tl2O3 (1.0 g, 2.19 mmol) stirred for 30 min at 20° C. in H2SO4 (2.6 ml) and H2O (3 ml) was added and the reaction mixture was stirred for another 17 hour...